Dataset: the Open Reaction Database (ORD), a public repository of structured organic reaction records. Task: describe an organic reaction: reactants, conditions, products, and yield Reactants: C(C)(C)N(CC)C(C)C (di-iso-propylethylamine), CN(C=O)C (dimethylformamide), ClC=1C=C(C=CC1Cl)N=C=O (3,4-dichlorophenylisocyanate), Cl.Cl.C(C)N1CC(CCC1)CC1(CCNCC1)O (4-[(1-ethylpiperidin-3-yl)methyl]piperidin-4-ol dihydrochloride). The solvent is ClCCl (dichloromethane). Product: ClC=1C=C(C=CC1Cl)NC(=O)N1CCC(CC1)(O)CC1CN(CCC1)CC (N-(3,4-Dichlorophenyl)-4-[(1-ethylpiperidin-3-yl)methyl]-4-hydroxypiperidine-1-carboxamide). The yield is 99.3%. As a reaction SMILES: Cl.Cl.[CH2:3]([N:5]1[CH2:10][CH2:9][CH2:8][CH:7]([CH2:11][C:12]2([OH:18])[CH2:17][CH2:16][NH:15][CH2:14][CH2:13]2)[CH2:6]1)[CH3:4].C(N(C(C)C)CC)(C)C.CN(C)C=O.[Cl:33][C:34]1[CH:35]=[C:36]([N:41]=[C:42]=[O:43])[CH:37]=[CH:38][C:39]=1[Cl:40]>ClCCl>[Cl:33][C:34]1[CH:35]=[C:36]([NH:41][C:42]([N:15]2[CH2:14][CH2:13][C:12]([CH2:11][CH:7]3[CH2:8][CH2:9][CH2:10][N:5]([CH2:3][CH3:4])[CH2:6]3)([OH:18])[CH2:17][CH2:16]2)=[O:43])[CH:37]=[CH:38][C:39]=1[Cl:40] |f:0.1.2|. Procedure: To a mixture of 4-[(1-ethylpiperidin-3-yl)methyl]piperidin-4-ol dihydrochloride (80 mg) in dichloromethane (10 mL) was added di-iso-propylethylamine (0.12 mL), dimethylformamide (1 mL) and 3,4-dichlorophenylisocyanate (55 mg). After 10 minutes the mixture was evaporated and the residue was purified by silica column chromatography, eluting with a gradient of 0 to 10% 7M NH3/MeOH in dichloromethane to give the title compound as a white solid (110 mg, 100%). Starting materials: S(=O)(=O)(C1=CC=C(C)C=C1)N1C=CC2=C1N=CN=C2N[C@@H]2CN(CCC2)C(=O)OC(C)(C)C ((S)-tert-butyl 3-(7-tosyl-7H-pyrrolo[2,3-d]pyrimidin-4-ylamino)piperidine-1-carboxylate), Cl (HCl). The solvent is O1CCOCC1 (dioxane), O1CCOCC1 (dioxane). Run at time 30 minute. The product is Cl.N1C[C@H](CCC1)NC=1C2=C(N=CN1)N(C=C2)S(=O)(=O)C2=CC=C(C)C=C2 ((S)—N-(piperidin-3-yl)-7-tosyl-7H-pyrrolo[2,3-d]pyrimidin-4-amine hydrochloride). Isolated yield 74.0%. As a reaction SMILES: [S:1]([N:11]1[C:15]2[N:16]=[CH:17][N:18]=[C:19]([NH:20][C@H:21]3[CH2:26][CH2:25][CH2:24][N:23](C(OC(C)(C)C)=O)[CH2:22]3)[C:14]=2[CH:13]=[CH:12]1)([C:4]1[CH:10]=[CH:9][C:7]([CH3:8])=[CH:6][CH:5]=1)(=[O:3])=[O:2].[ClH:34]>O1CCOCC1>[ClH:34].[NH:23]1[CH2:24][CH2:25][CH2:26][C@H:21]([NH:20][C:19]2[C:14]3[CH:13]=[CH:12][N:11]([S:1]([C:4]4[CH:10]=[CH:9][C:7]([CH3:8])=[CH:6][CH:5]=4)(=[O:3])=[O:2])[C:15]=3[N:16]=[CH:17][N:18]=2)[CH2:22]1 |f:3.4|. Procedure details: To a solution of compound (S)-tert-butyl 3-(7-tosyl-7H-pyrrolo[2,3-d]pyrimidin-4-ylamino)piperidine-1-carboxylate (3.4 g, 7.2 mmol) in dioxane (20 mL) at 0° C., a solution of HCl in dioxane (50 mL) was added until the pH was acidic at 0° C. and stirred for 30 min. at the same temperature. The reaction mixture was concentrated in vacuo to give a residue that was triturated with ether to give (S)—N-(piperidin-3-yl)-7-tosyl-7H-pyrrolo[2,3-d]pyrimidin-4-amine hydrochloride (2 g, 74%) as a free flowi... Procedure: 188 mg (1.13 mmol) of cyclopropyl(4-fluorophenyl)methanol and 0.10 ml (1.35 mmol) of trifluoroacetic acid were added to 200 mg (1.13 mmol) of the compound from Example 8A in 13 ml of dichloromethane. The reaction mixture was stirred at RT for 15 min, the solvent was removed in vacuo, and the crude product was then purified by preparative HPLC (mobile phase: acetonitrile/water gradient). 267 mg (73% of theory) of the title compound were obtained. Reactants: C1(CC1)C(O)C1=CC=C(C=C1)F (cyclopropyl(4-fluorophenyl)methanol), FC(C(=O)O)(F)F (trifluoroacetic acid), CSCC=1C=CC=C2C=CNC12 (7-[(Methylsulfanyl)methyl]-1H-indole). Run in ClCCl (dichloromethane). Reaction SMILES: [CH:1]1([CH:4]([C:6]2[CH:11]=[CH:10][C:9]([F:12])=[CH:8][CH:7]=2)O)[CH2:3][CH2:2]1.FC(F)(F)C(O)=O.[CH3:20][S:21][CH2:22][C:23]1[CH:24]=[CH:25][CH:26]=[C:27]2[C:31]=1[NH:30][CH:29]=[CH:28]2>ClCCl>[CH:1]1([CH:4]([C:6]2[CH:11]=[CH:10][C:9]([F:12])=[CH:8][CH:7]=2)[C:28]2[C:27]3[C:31](=[C:23]([CH2:22][S:21][CH3:20])[CH:24]=[CH:25][CH:26]=3)[NH:30][CH:29]=2)[CH2:3][CH2:2]1. Conditions: time 15 minute. Yields the product C1(CC1)C(C1=CNC2=C(C=CC=C12)CSC)C1=CC=C(C=C1)F (3-[Cyclopropyl(4-fluorophenyl)methyl]-7-[(methylsulfanyl)methyl]-1H-indole). The reactants are O=C([O-])O, CC(C)=O, [K+], [Mg+2], O=[Mn](=O)(=O)[O-], [Na+], [Na+], [Na+], O=S(=O)([O-])[O-], O, O=S([O-])[O-], CC(C)CNc1ccc(C#Cc2ccccc2)cc1[N+](=O)[O-]. Product: CC(C)CNc1ccc(C(=O)C(=O)c2ccccc2)cc1[N+](=O)[O-]. Reaction SMILES: [C:29]([O-:30])(=[O:31])[OH:32].[CH3:47][C:48](=[O:49])[CH3:50].[K+:6].[Mg+2:34].[Mn:1]([O-:2])(=[O:3])(=[O:4])=[O:5].[Na+:33].[Na+:44].[Na+:45].[O-:35][S:36](=[O:37])(=[O:38])[O-:39].[OH2:46].[S:40]([O-:41])([O-:42])=[O:43].[c:7]1([C:13]#[C:14][c:15]2[cH:16][c:17]([N+:26](=[O:27])[O-:28])[c:18]([NH:21][CH2:22][CH:23]([CH3:24])[CH3:25])[cH:19][cH:20]2)[cH:8][cH:9][cH:10][cH:11][cH:12]1>>[c:7]1([C:13]([C:14]([c:15]2[cH:16][c:17]([N+:26](=[O:27])[O-:28])[c:18]([NH:21][CH2:22][CH:23]([CH3:24])[CH3:25])[cH:19][cH:20]2)=[O:46])=[O:30])[cH:8][cH:9][cH:10][cH:11][cH:12]1. The reactants are CCC(c1nc2snc(C)c2c(=O)n1Cc1ccccc1)N(CCCNC(=O)OC(C)(C)C)C(=O)c1ccc(C)cc1, Cl. Product: [Cl-], CCC(c1nc2snc(C)c2c(=O)n1Cc1ccccc1)N(CCCN)C(=O)c1ccc(C)cc1. As a reaction SMILES: [C:1]([O:2][C:3](=[O:4])[NH:7][CH2:8][CH2:9][CH2:10][N:11]([C:12]([c:13]1[cH:14][cH:15][c:16]([CH3:19])[cH:17][cH:18]1)=[O:20])[CH:21]([CH2:22][CH3:23])[c:24]1[n:25]([CH2:35][c:36]2[cH:37][cH:38][cH:39][cH:40][cH:41]2)[c:26](=[O:34])[c:27]2[c:28]([n:29]1)[s:30][n:31][c:32]2[CH3:33])([CH3:5])([CH3:6])[CH3:42].[ClH:43]>>[Cl-:43].[NH2:7][CH2:8][CH2:9][CH2:10][N:11]([C:12]([c:13]1[cH:14][cH:15][c:16]([CH3:19])[cH:17][cH:18]1)=[O:20])[CH:21]([CH2:22][CH3:23])[c:24]1[n:25]([CH2:35][c:36]2[cH:37][cH:38][cH:39][cH:40][cH:41]2)[c:26](=[O:34])[c:27]2[c:28]([n:29]1)[s:30][n:31][c:32]2[CH3:33]. Starting materials: C(C1=CC=CC=C1)OC(C1=CC(=C(C=C1)B1OC(C(O1)(C)C)(C)C)CN(CC)C(=O)OCC1=CC=CC=C1)=O (3-[(N-Benzyloxycarbonyl-N-ethyl-amino)-methyl]-4-(4,4,5,5-tetramethyl-[1,3,2]dioxaborolan-2-yl)-benzoic acid benzyl ester), C(C)OC(CC=1C=NC=C(C1)Br)=O ((5-bromo-pyridin-3-yl)-acetic acid ethyl ester), C([O-])([O-])=O.[K+].[K+] (potassium carbonate). The reagents and catalysts are C=1C=CC(=CC1)[P](C=2C=CC=CC2)(C=3C=CC=CC3)[Pd]([P](C=4C=CC=CC4)(C=5C=CC=CC5)C=6C=CC=CC6)([P](C=7C=CC=CC7)(C=8C=CC=CC8)C=9C=CC=CC9)[P](C=1C=CC=CC1)(C=1C=CC=CC1)C=1C=CC=CC1 (Tetrakis(triphenylphosphine)palladium(0)). Solvent: COCCOC (DME). Conditions: temperature 70 celsius, time 8 hour. Product: C(C1=CC=CC=C1)OC(C1=CC(=C(C=C1)C=1C=NC=C(C1)CC(=O)O)CN(CC)C(=O)OCC1=CC=CC=C1)=O (3-[(N-benzyloxycarbonyl-N-ethyl-amino)-methyl]-4-(5-carboxymethyl-pyridin-3-yl)-benzoic acid benzyl ester). Reaction SMILES: [CH2:1]([O:8][C:9](=[O:39])[C:10]1[CH:15]=[CH:14][C:13](B2OC(C)(C)C(C)(C)O2)=[C:12]([CH2:25][N:26]([C:29]([O:31][CH2:32][C:33]2[CH:38]=[CH:37][CH:36]=[CH:35][CH:34]=2)=[O:30])[CH2:27][CH3:28])[CH:11]=1)[C:2]1[CH:7]=[CH:6][CH:5]=[CH:4][CH:3]=1.C([O:42][C:43](=[O:52])[CH2:44][C:45]1[CH:46]=[N:47][CH:48]=[C:49](Br)[CH:50]=1)C.C(=O)([O-])[O-].[K+].[K+]>COCCOC.C1C=CC([P]([Pd]([P](C2C=CC=CC=2)(C2C=CC=CC=2)C2C=CC=CC=2)([P](C2C=CC=CC=2)(C2C=CC=CC=2)C2C=CC=CC=2)[P](C2C=CC=CC=2)(C2C=CC=CC=2)C2C=CC=CC=2)(C2C=CC=CC=2)C2C=CC=CC=2)=CC=1>[CH2:1]([O:8][C:9](=[O:39])[C:10]1[CH:15]=[CH:14][C:13]([C:49]2[CH:48]=[N:47][CH:46]=[C:45]([CH2:44][C:43]([OH:42])=[O:52])[CH:50]=2)=[C:12]([CH2:25][N:26]([C:29]([O:31][CH2:32][C:33]2[CH:34]=[CH:35][CH:36]=[CH:37][CH:38]=2)=[O:30])[CH2:27][CH3:28])[CH:11]=1)[C:2]1[CH:7]=[CH:6][CH:5]=[CH:4][CH:3]=1 |f:2.3.4,^1:68,70,89,108|. Procedure: 3-[(N-Benzyloxycarbonyl-N-ethyl-amino)-methyl]-4-(4,4,5,5-tetramethyl-[1,3,2]dioxaborolan-2-yl)-benzoic acid benzyl ester (1.96 g, 3.7 mmol), (5-bromo-pyridin-3-yl)-acetic acid ethyl ester (0.99 g, 4.1 mmol), and potassium carbonate (1.79 g, 13.0 mmol) were combined in DME (40 mL) and H2O (30 mL), and the solution was purged with N2 for 10 minutes. Tetrakis(triphenylphosphine)palladium(0) (0.427 g, 0.37 mmol) was added, and the reaction was stirred at 70° C. overnight. The mixture was quenched w...